Task: describe an organic reaction: reactants, conditions, products, and yield. Dataset: the Open Reaction Database (ORD), a public repository of structured organic reaction records Reactants: N(=[N+]=[N-])C[C@H](O)C1=C2C=CC(NC2=C(C=C1)OCC1=CC=CC=C1)=O ((R)-5-(2-Azido-1-hydroxyethyl)-8-(benzyloxy)quinolin-2(1H)-one), [Si](C)(C)(C(C)(C)C)O[C@@H](CNCCCCCC1=CC=C(C(=O)NCC=2C(=C3C(=NC2CC)N(N=C3)CC)NC3CCOCC3)C=C1)C1=C3C=CC(NC3=C(C=C1)O)=O ((R)-4-[5-[[2-[[tert-Butyldimethylsilyl)oxy]-2-(8-hydroxy-2-oxo-1,2-dihydroquinolin-5-yl)ethyl]amino]pentyl]-N-[[1,6-diethyl-4-[(tetrahydro-2H-pyran-4-yl)amino]-1H-pyrazolo[3,4-b]pyridin-5-yl]methyl]benzamide). Yields the product C(C)N1N=CC=2C1=NC(=C(C2NC2CCOCC2)CNC(C2=CC=C(C=C2)CCCCCNC[C@@H](C2=C1C=CC(NC1=C(C=C2)O)=O)O)=O)CC ((R)—N-[[1,6-diethyl-4-[(tetrahydro-2H-pyran-4-yl)amino]-1H-pyrazolo[3,4-b]pyridin-5-yl]methyl]-4-[5-[[2-hydroxy-2-(8-hydroxy-2-oxo-1,2-dihydroquinolin-5-yl)ethyl]amino]pentyl]benzamide). As a reaction SMILES: N(C[C@@H](C1C=CC(OCC2C=CC=CC=2)=C2C=1C=CC(=O)N2)O)=[N+]=[N-].[Si]([O:33][C@H:34]([C:72]1[CH:81]=[CH:80][C:79]([OH:82])=[C:78]2[C:73]=1[CH:74]=[CH:75][C:76](=[O:83])[NH:77]2)[CH2:35][NH:36][CH2:37][CH2:38][CH2:39][CH2:40][CH2:41][C:42]1[CH:71]=[CH:70][C:45]([C:46]([NH:48][CH2:49][C:50]2[C:51]([NH:63][CH:64]3[CH2:69][CH2:68][O:67][CH2:66][CH2:65]3)=[C:52]3[CH:60]=[N:59][N:58]([CH2:61][CH3:62])[C:53]3=[N:54][C:55]=2[CH2:56][CH3:57])=[O:47])=[CH:44][CH:43]=1)(C(C)(C)C)(C)C>>[CH2:61]([N:58]1[C:53]2=[N:54][C:55]([CH2:56][CH3:57])=[C:50]([CH2:49][NH:48][C:46](=[O:47])[C:45]3[CH:70]=[CH:71][C:42]([CH2:41][CH2:40][CH2:39][CH2:38][CH2:37][NH:36][CH2:35][C@H:34]([OH:33])[C:72]4[CH:81]=[CH:80][C:79]([OH:82])=[C:78]5[C:73]=4[CH:74]=[CH:75][C:76](=[O:83])[NH:77]5)=[CH:43][CH:44]=3)[C:51]([NH:63][CH:64]3[CH2:69][CH2:68][O:67][CH2:66][CH2:65]3)=[C:52]2[CH:60]=[N:59]1)[CH3:62]. Procedure details: The title compound was synthesized in a manner analogous to that described for Intermediate 3, using Intermediate 44 as substrate. The reactants are [Br-], C1CCOC1, [Mg+]C1CC1, O=C(c1ccc(N2CCN(S(=O)(=O)c3ccccc3)CC2)cc1)C(F)(F)F. The product is O=S(=O)(c1ccccc1)N1CCN(c2ccc(C(O)(C3CC3)C(F)(F)F)cc2)CC1. RXN SMILES: [Br-:28].[CH2:33]1[O:34][CH2:35][CH2:36][CH2:37]1.[CH:29]1([Mg+:32])[CH2:30][CH2:31]1.[F:1][C:2]([C:3](=[O:4])[c:5]1[cH:6][cH:7][c:8]([N:11]2[CH2:12][CH2:13][N:14]([S:17](=[O:18])(=[O:19])[c:20]3[cH:21][cH:22][cH:23][cH:24][cH:25]3)[CH2:15][CH2:16]2)[cH:9][cH:10]1)([F:26])[F:27]>>[F:1][C:2]([C:3]([OH:4])([c:5]1[cH:6][cH:7][c:8]([N:11]2[CH2:12][CH2:13][N:14]([S:17](=[O:18])(=[O:19])[c:20]3[cH:21][cH:22][cH:23][cH:24][cH:25]3)[CH2:15][CH2:16]2)[cH:9][cH:10]1)[CH:29]1[CH2:30][CH2:31]1)([F:26])[F:27]. Reactants: O=C([O-])[O-], CN(C)C=O, [Cl-], C#CCOc1cc(Cl)ncn1, [K+], [K+], [NH4+], Oc1cc(Cl)ccc1Cl. Yields the product C#CCOc1cc(Oc2cc(Cl)ccc2Cl)ncn1. As a reaction SMILES: [C:12](=[O:13])([O-:14])[O-:15].[CH3:29][N:30]([CH3:31])[CH:32]=[O:33].[Cl-:27].[Cl:1][c:2]1[n:3][cH:4][n:5][c:6]([O:8][CH2:9][C:10]#[CH:11])[cH:7]1.[K+:16].[K+:17].[NH4+:28].[OH:18][c:19]1[cH:20][c:21]([Cl:22])[cH:23][cH:24][c:25]1[Cl:26]>>[c:2]1([O:18][c:19]2[cH:20][c:21]([Cl:22])[cH:23][cH:24][c:25]2[Cl:26])[n:3][cH:4][n:5][c:6]([O:8][CH2:9][C:10]#[CH:11])[cH:7]1. Reactants: ClCl (chlorine), C23H23ClN8O2, CC=1C=C(C(=O)O)C=CC1C(=O)N1CCCC1 (3-methyl-4-(pyrrolidin-1-ylcarbonyl)benzoic acid), CN(C)C(=[N+](C)C)ON1C2=C(C=CC=C2)N=N1.[B-](F)(F)(F)F (TBTU), C(C)(C)N(CC)C(C)C (diisopropylethylamine), ClC1=CC2=C(NC(=N2)[C@H](CN2N=CN=N2)N)C=C1 ((S)-1-(5-chloro-1H-benzimidazol-2-yl)-2-tetrazol-2-yl-ethylamine). Run in ClCCl.C(C)O (dichloromethane ethanol), O1CCCC1 (tetrahydrofuran). Yields the product ClC1=CC2=C(NC(=N2)[C@H](CN2N=CN=N2)NC(C2=CC(=C(C=C2)C(=O)N2CCCC2)C)=O)C=C1 (N-[(1S)-1-(5-chloro-1H-benzimidazol-2-yl)-2-tetrazol-2-ylethyl]-3-methyl-4-(pyrrolidin-1-ylcarbonyl)benzamide). Isolated yield 22.0%. RXN SMILES: [CH3:1][C:2]1[CH:3]=[C:4]([CH:8]=[CH:9][C:10]=1[C:11]([N:13]1[CH2:17][CH2:16][CH2:15][CH2:14]1)=[O:12])[C:5]([OH:7])=O.CN(C(ON1N=NC2C=CC=CC1=2)=[N+](C)C)C.[B-](F)(F)(F)F.C(N(C(C)C)CC)(C)C.[Cl:49][C:50]1[CH:66]=[CH:65][C:53]2[NH:54][C:55]([C@@H:57]([NH2:64])[CH2:58][N:59]3[N:63]=[N:62][CH:61]=[N:60]3)=[N:56][C:52]=2[CH:51]=1.ClCl>O1CCCC1.ClCCl.C(O)C>[Cl:49][C:50]1[CH:66]=[CH:65][C:53]2[NH:54][C:55]([C@@H:57]([NH:64][C:5](=[O:7])[C:4]3[CH:8]=[CH:9][C:10]([C:11]([N:13]4[CH2:17][CH2:16][CH2:15][CH2:14]4)=[O:12])=[C:2]([CH3:1])[CH:3]=3)[CH2:58][N:59]3[N:63]=[N:62][CH:61]=[N:60]3)=[N:56][C:52]=2[CH:51]=1 |f:1.2,7.8|. Procedure details: Prepared analogously to Example 1g from 3-methyl-4-(pyrrolidin-1-ylcarbonyl)benzoic acid, TBTU, diisopropylethylamine, and (S)-1-(5-chloro-1H-benzimidazol-2-yl)-2-tetrazol-2-yl-ethylamine in tetrahydrofuran. Yield: 22%; Rf value: 0.64 (silica gel; dichloromethane/ethanol=9:1); C23H23ClN8O2 (478.94); mass spectrum: (M+H)+=479/481 (chlorine isotope). The reactants are COC(=O)C(=O)Nc1cc(NCCNC(C)=O)nc(-c2ccccc2)n1, C1CCOC1. Product: CC(=O)NCCNc1cc(NC(=O)C(=O)O)nc(-c2ccccc2)n1. Reaction SMILES: [C:1]([CH3:2])(=[O:3])[NH:4][CH2:5][CH2:6][NH:7][c:8]1[cH:9][c:10]([NH:20][C:21]([C:22](=[O:23])[O:24][CH3:25])=[O:26])[n:11][c:12](-[c:14]2[cH:15][cH:16][cH:17][cH:18][cH:19]2)[n:13]1.[CH2:27]1[O:28][CH2:29][CH2:30][CH2:31]1>>[C:1]([CH3:2])(=[O:3])[NH:4][CH2:5][CH2:6][NH:7][c:8]1[cH:9][c:10]([NH:20][C:21]([C:22](=[O:23])[OH:24])=[O:26])[n:11][c:12](-[c:14]2[cH:15][cH:16][cH:17][cH:18][cH:19]2)[n:13]1. Starting materials: Clc1nc2ccccc2c2[nH]cnc12, NN. Product: NNc1nc2ccccc2c2[nH]cnc12. Reaction SMILES: [Cl:1][c:2]1[n:3][c:4]2[cH:5][cH:6][cH:7][cH:8][c:9]2[c:10]2[c:11]1[n:12][cH:13][nH:14]2.[NH2:15][NH2:16]>>[c:2]1([NH:15][NH2:16])[n:3][c:4]2[cH:5][cH:6][cH:7][cH:8][c:9]2[c:10]2[c:11]1[n:12][cH:13][nH:14]2.